From a dataset of the Open Reaction Database (ORD), a public repository of structured organic reaction records. describe an organic reaction: reactants, conditions, products, and yield The reactants are BrC1=CC2=C(C=3N=C(SC3CCO2)C=2N(N=C(N2)C)C(C)C)C=C1 (8-Bromo-2-(2-isopropyl-5-methyl-2H-[1,2,4]triazol-3-yl)-4,5-dihydro-6-oxa-3-thia-1-aza-benzo[e]azulene), COCC(CN1N=CC(=C1)B1OC(C(O1)(C)C)(C)C)O (1-methoxy-3-(4-(4,4,5,5-tetramethyl-1,3,2-dioxaborolan-2-yl)-1H-pyrazol-1-yl)propan-2-ol). Yields the product C(C)(C)N1N=C(N=C1C=1SC=2CCOC3=C(C2N1)C=CC(=C3)C=3C=NN(C3)CC(COC)O)C (1-{4-[2-(2-Isopropyl-5-methyl-2H-[1,2,4]triazol-3-yl)-4,5-dihydro-6-oxa-3-thia-1-aza-benzo[e]azulen-8-yl]-pyrazol-1-yl}-3-methoxy-propan-2-ol). As a reaction SMILES: Br[C:2]1[CH:24]=[CH:23][C:5]2[C:6]3[N:7]=[C:8]([C:14]4[N:15]([CH:20]([CH3:22])[CH3:21])[N:16]=[C:17]([CH3:19])[N:18]=4)[S:9][C:10]=3[CH2:11][CH2:12][O:13][C:4]=2[CH:3]=1.[CH3:25][O:26][CH2:27][CH:28]([OH:44])[CH2:29][N:30]1[CH:34]=[C:33](B2OC(C)(C)C(C)(C)O2)[CH:32]=[N:31]1>>[CH:20]([N:15]1[C:14]([C:8]2[S:9][C:10]3[CH2:11][CH2:12][O:13][C:4]4[CH:3]=[C:2]([C:33]5[CH:32]=[N:31][N:30]([CH2:29][CH:28]([OH:44])[CH2:27][O:26][CH3:25])[CH:34]=5)[CH:24]=[CH:23][C:5]=4[C:6]=3[N:7]=2)=[N:18][C:17]([CH3:19])=[N:16]1)([CH3:22])[CH3:21]. Procedure details: Similar to as described in General Procedure C, 8-Bromo-2-(2-isopropyl-5-methyl-2H-[1,2,4]triazol-3-yl)-4,5-dihydro-6-oxa-3-thia-1-aza-benzo[e]azulene was reacted with 1-methoxy-3-(4-(4,4,5,5-tetramethyl-1,3,2-dioxaborolan-2-yl)-1H-pyrazol-1-yl)propan-2-ol. Purification of the crude reaction mixture by reverse phase HPLC gave 404. LCMS: 481.2. Starting materials: C(C)C=1C=NC=CC1C (3-ethyl-4-methypyridine), BrCCCC1=CC(=C(C=C1)Cl)Cl (1-bromo-3-(3,4-dichlorophenyl)-propane). The product is ClC=1C=C(C=CC1Cl)CCCCC1=C(C=NC=C1)CC (1-(3,4-dichlorophenyl)-4-(3-ethyl-4-pyridyl)-butane). Yield: 46.8%. RXN SMILES: [CH2:1]([C:3]1[CH:4]=[N:5][CH:6]=[CH:7][C:8]=1[CH3:9])[CH3:2].Br[CH2:11][CH2:12][CH2:13][C:14]1[CH:19]=[CH:18][C:17]([Cl:20])=[C:16]([Cl:21])[CH:15]=1>>[Cl:21][C:16]1[CH:15]=[C:14]([CH2:13][CH2:12][CH2:11][CH2:9][C:8]2[CH:7]=[CH:6][N:5]=[CH:4][C:3]=2[CH2:1][CH3:2])[CH:19]=[CH:18][C:17]=1[Cl:20]. Reported procedure: 1.83 g (15.1 mmol) of 3-ethyl-4-methypyridine and 4.05 g (15.1 mmol) of 1-bromo-3-(3,4-dichlorophenyl)-propane were reacted in the same manner as in Example 26. The reaction product was purified to obtain 2.18 g of the desired compound (yield: 46.9%). The resulting compound was identified as 1-(3,4-dichlorophenyl)-4-(3-ethyl-4-pyridyl)-butane (hereinafter referred to as compound 51) by the following analytical results. Reactants: BrC1=CC=C(C=C1)S(=O)(=O)OCCC1C2CC3CC(CC1C3)C2 (2-adamantylethyl 4-bromobenzenesulfonate), [I-].[Na+] (sodium iodide), CC(=O)C (acetone). Conditions: time 72 hour. The product is C12(CC3CC(CC(C1)C3)C2)CCI (1-Adamantyl-2-iodoethane). Yield: 75.0%. As a reaction SMILES: BrC1C=CC(S(OCC[CH:14]2[CH:21]3[CH2:22][CH:17]4[CH2:18][CH:19]([CH2:23][CH:15]2[CH2:16]4)[CH2:20]3)(=O)=O)=CC=1.[I-:24].[Na+].C[C:27]([CH3:29])=O>>[C:19]12([CH2:29][CH2:27][I:24])[CH2:18][CH:17]3[CH2:22][CH:21]([CH2:14][CH:15]([CH2:16]3)[CH2:23]1)[CH2:20]2 |f:1.2|. Procedure: To a solution of 2-adamantylethyl 4-bromobenzenesulfonate (Preparation 28, 1.0 g, 2.5 mmol) in acetone (25 ml) was added sodium iodide (0.75 g, 5 mmol) and the reaction mixture was left to stir at room temperature for 72 h. The resulting precipitate was filtered and the filtrate was diluted with water (100 ml) and extracted with dichloromethane (100 ml). The extract was washed with brine (100 ml), dried (MgSO4) and concentrated in vacuo to give the title compound as a white crystalline solid (0.... Starting materials: NC1=CC=C(C(=O)OCC(CCCC)CC)C=C1 (2-ethylhexyl 4-aminobenzoate), ClC(C1=CC=CC=C1)(Cl)Cl (α,α,α-trichlorotoluene). Yields the product C(C)C(COC(=O)C1=CC=C(C=C1)NC(C1=CC=CC=C1)=NC1=CC=C(C=C1)C(=O)OCC(CCCC)CC)CCCC (N,N'-Bis[4-(2-ethylhexyl)oxycarbonylphenyl]benzamidine). Reaction SMILES: [NH2:1][C:2]1[CH:18]=[CH:17][C:5]([C:6]([O:8][CH2:9][CH:10]([CH2:15][CH3:16])[CH2:11][CH2:12][CH2:13][CH3:14])=[O:7])=[CH:4][CH:3]=1.Cl[C:20](Cl)(Cl)[C:21]1[CH:26]=[CH:25][CH:24]=[CH:23][CH:22]=1>>[CH2:15]([CH:10]([CH2:11][CH2:12][CH2:13][CH3:14])[CH2:9][O:8][C:6]([C:5]1[CH:4]=[CH:3][C:2]([NH:1][C:20](=[N:1][C:2]2[CH:3]=[CH:4][C:5]([C:6]([O:8][CH2:9][CH:10]([CH2:15][CH3:16])[CH2:11][CH2:12][CH2:13][CH3:14])=[O:7])=[CH:17][CH:18]=2)[C:21]2[CH:26]=[CH:25][CH:24]=[CH:23][CH:22]=2)=[CH:18][CH:17]=1)=[O:7])[CH3:16]. Reported procedure: N,N'-Bis[4-(2-ethylhexyl)oxycarbonylphenyl]benzamidine (3) was prepared from 2-ethylhexyl 4-aminobenzoate and α,α,α-trichlorotoluene; viscous, gold oil: 1H-NMR (CDCl3) 7.9-6.8 (m, 14H), 4.1 (d, 4H, J=4 Hz), 1.9-0.8 (m, 30H); IR (Neat) 3330, 1710, 1585; MS (m/e) 584 (M+), 336 (base). Reactants: [Al+3], C1CCOC1, COC(=O)C1(NS(=O)(=O)c2c(C)cc(OC)cc2C)CCC1, [H-], [H-], [H-], [H-], [Li+], [Na+], [Na+], O=S(=O)([O-])[O-]. Product: COc1cc(C)c(S(=O)(=O)NC2(CO)CCC2)c(C)c1. RXN SMILES: [Al+3:24].[CH2:36]1[O:37][CH2:38][CH2:39][CH2:40]1.[CH3:1][O:2][c:3]1[cH:4][c:5]([CH3:22])[c:6]([S:10](=[O:11])(=[O:12])[NH:13][C:14]2([C:18](=[O:19])[O:20][CH3:21])[CH2:15][CH2:16][CH2:17]2)[c:7]([CH3:9])[cH:8]1.[H-:23].[H-:26].[H-:27].[H-:28].[Li+:25].[Na+:29].[Na+:30].[O-:31][S:32]([O-:33])(=[O:34])=[O:35]>>[CH3:1][O:2][c:3]1[cH:4][c:5]([CH3:22])[c:6]([S:10](=[O:11])(=[O:12])[NH:13][C:14]2([CH2:18][OH:19])[CH2:15][CH2:16][CH2:17]2)[c:7]([CH3:9])[cH:8]1. Starting materials: ClC1=CC(=C(C=C1)[N+](=O)[O-])[N+](=O)[O-] (1-chloro-3,4-dinitrobenzene), FC1=CC=C(N)C=C1 (4-fluoroaniline). Solvent: C(C)O (ethanol). Run at temperature 60 celsius, time 35 hour. Product: ClC=1C=CC(=C(C1)NC1=CC=C(C=C1)F)[N+](=O)[O-] ((5-chloro-2-nitrophenyl)-(4-fluorophenyl)amine). RXN SMILES: [Cl:1][C:2]1[CH:7]=[CH:6][C:5]([N+:8]([O-:10])=[O:9])=[C:4]([N+:11]([O-])=O)[CH:3]=1.[F:14][C:15]1[CH:21]=[CH:20][C:18](N)=[CH:17][CH:16]=1>C(O)C>[Cl:1][C:2]1[CH:7]=[CH:6][C:5]([N+:8]([O-:10])=[O:9])=[C:4]([NH:11][C:18]2[CH:20]=[CH:21][C:15]([F:14])=[CH:16][CH:17]=2)[CH:3]=1. Procedure details: 50 g of 1-chloro-3,4-dinitrobenzene in 250 ml of ethanol is mixed with 50 ml of 4-fluoroaniline and stirred for 35 hours at 60° C. After concentration by evaporation to half the volume, water and dichloromethane are divided up. After the organic phase is washed with 1N aqueous hydrochloric acid, it is dried on sodium sulfate, filtered and concentrated by evaporation. After chromatography on silica gel, 62.33 g (5-chloro-2-nitrophenyl)-(4-fluorophenyl)amine is obtained. Starting materials: FC1=CC(=C(N)C=C1)[N+](=O)[O-] (4-fluoro-2-nitroaniline), BrC=1C=CC(=C(C1)S(=O)(=O)Cl)OC (5-bromo-2-methoxybenzenesulfonyl chloride). Run in C(C)(=O)OCC (ethyl acetate), N1=CC=CC=C1 (pyridine). Run at time 24 hour. Yields the product BrC=1C=CC(=C(C1)S(=O)(=O)NC1=C(C=C(C=C1)F)[N+](=O)[O-])OC (5-bromo-N-(4-fluoro-2-nitrophenyl)-2-methoxybenzenesulfonamide). Yield: 55.0%. As a reaction SMILES: [F:1][C:2]1[CH:8]=[CH:7][C:5]([NH2:6])=[C:4]([N+:9]([O-:11])=[O:10])[CH:3]=1.[Br:12][C:13]1[CH:14]=[CH:15][C:16]([O:23][CH3:24])=[C:17]([S:19](Cl)(=[O:21])=[O:20])[CH:18]=1>N1C=CC=CC=1.C(OCC)(=O)C>[Br:12][C:13]1[CH:14]=[CH:15][C:16]([O:23][CH3:24])=[C:17]([S:19]([NH:6][C:5]2[CH:7]=[CH:8][C:2]([F:1])=[CH:3][C:4]=2[N+:9]([O-:11])=[O:10])(=[O:20])=[O:21])[CH:18]=1. Procedure: To a solution of 4-fluoro-2-nitroaniline (1 mmol) in pyridine (3 mL), 5-bromo-2-methoxybenzenesulfonyl chloride (1.2 mmol) was added and the resulting mixture was stirred at room temperature for 24 h. The reaction mixture was diluted with ethyl acetate (20 mL). The contents were washed with 10% aqueous HCl (20 mL) and brine (20 mL), dried over sodium sulfate, and concentrated under vacuum. The residue obtained was purified by column chromatography eluting with hexanes/ethyl acetate to give 223 m... Reactants: ClC=1C=CC=2N=CN=C(C2N1)NC1CCOCC1 (6-chloro-N-(tetrahydro-2H-pyran-4-yl)pyrido[3,2-d]pyrimidin-4-amine), ClC=1C=CC=2N=CN=C(C2N1)NC1CCOCC1 (6-chloro-N-(tetrahydro-2H-pyran-4-yl)pyrido[3,2-d]pyrimidin-4-amine), ClC1=NC=C(C=C1NS(=O)(=O)C1=C(C=C(C=C1)F)F)B1OC(C(O1)(C)C)(C)C (N-(2-chloro-5-(4,4,5,5-tetramethyl-1,3,2-dioxaborolan-2-yl)pyridin-3-yl)-2,4-difluorobenzenesulfonamide), ClC1=NC=C(C=C1NS(=O)(=O)C1=C(C=C(C=C1)F)F)B1OC(C(O1)(C)C)(C)C (N-(2-chloro-5-(4,4,5,5-tetramethyl-1,3,2-dioxaborolan-2-yl)pyridin-3-yl)-2,4-difluorobenzenesulfonamide), PdCl2(dppf)-CH2Cl2Adduct, C([O-])(O)=O.[Na+] (sodium bicarbonate). Solvent: O1CCOCC1 (dioxane). Product: ClC1=NC=C(C=C1NS(=O)(=O)C1=C(C=C(C=C1)F)F)C=1C=CC=2N=CN=C(C2N1)NC1CCOCC1 (N-(2-chloro-5-(4-(tetrahydro-2H-pyran-4-ylamino)pyrido[3,2-d]pyrimidin-6-yl)pyridin-3-yl)-2,4-difluorobenzenesulfonamide). The yield is 28.7%. As a reaction SMILES: Cl[C:2]1[CH:3]=[CH:4][C:5]2[N:6]=[CH:7][N:8]=[C:9]([NH:12][CH:13]3[CH2:18][CH2:17][O:16][CH2:15][CH2:14]3)[C:10]=2[N:11]=1.[Cl:19][C:20]1[C:25]([NH:26][S:27]([C:30]2[CH:35]=[CH:34][C:33]([F:36])=[CH:32][C:31]=2[F:37])(=[O:29])=[O:28])=[CH:24][C:23](B2OC(C)(C)C(C)(C)O2)=[CH:22][N:21]=1.C(=O)(O)[O-].[Na+]>O1CCOCC1>[Cl:19][C:20]1[C:25]([NH:26][S:27]([C:30]2[CH:35]=[CH:34][C:33]([F:36])=[CH:32][C:31]=2[F:37])(=[O:29])=[O:28])=[CH:24][C:23]([C:2]2[CH:3]=[CH:4][C:5]3[N:6]=[CH:7][N:8]=[C:9]([NH:12][CH:13]4[CH2:18][CH2:17][O:16][CH2:15][CH2:14]4)[C:10]=3[N:11]=2)=[CH:22][N:21]=1 |f:2.3|. Procedure: A mixture of 6-chloro-N-(tetrahydro-2H-pyran-4-yl)pyrido[3,2-d]pyrimidin-4-amine (0.026 g, 0.098 mmol) (Intermediate 17), N-(2-chloro-5-(4,4,5,5-tetramethyl-1,3,2-dioxaborolan-2-yl)pyridine-3-yl)-2,4-difluorobenzenesulfonamide (Intermediate 3) (0.051 g, 0.118 mmol), PdCl2(dppf)-CH2Cl2Adduct (0.802 mg, 0.982 μmol) and sodium bicarbonate (0.196 ml, 0.196 mmol) in dioxane (0.491 ml) was refluxed for 3 hours. After cooling to room temperature, the reaction mixture was filtered through Celite and was... The reactants are NCC1CN(CCO1)C=1SC2=C(N1)CC(CC2=O)(C)C (2-[2-(Aminomethyl)morpholin-4-yl]-5,5-dimethyl-5,6-dihydro-1,3-benzothiazol-7(4H)-one), N1=CC=CC=C1 (pyridine), C1(=CC=CC=C1)S(=O)(=O)Cl (benzenesulphonyl chloride). Solvent: C(Cl)Cl (DCM). Run at time 4 hour. The product is CC1(CC(C2=C(N=C(S2)N2CC(OCC2)CNS(=O)(=O)C2=CC=CC=C2)C1)=O)C (N-{[4-(5,5-Dimethyl-7-oxo-4,5,6,7-tetrahydro-1,3-benzothiazol-2-yl)morpholin-2-yl]methyl}benzenesulfonamide). Yield: 20.3%. Reaction SMILES: [NH2:1][CH2:2][CH:3]1[O:8][CH2:7][CH2:6][N:5]([C:9]2[S:10][C:11]3[C:17](=[O:18])[CH2:16][C:15]([CH3:20])([CH3:19])[CH2:14][C:12]=3[N:13]=2)[CH2:4]1.N1C=CC=CC=1.[C:27]1([S:33](Cl)(=[O:35])=[O:34])[CH:32]=[CH:31][CH:30]=[CH:29][CH:28]=1>C(Cl)Cl>[CH3:19][C:15]1([CH3:20])[CH2:14][C:12]2[N:13]=[C:9]([N:5]3[CH2:6][CH2:7][O:8][CH:3]([CH2:2][NH:1][S:33]([C:27]4[CH:32]=[CH:31][CH:30]=[CH:29][CH:28]=4)(=[O:35])=[O:34])[CH2:4]3)[S:10][C:11]=2[C:17](=[O:18])[CH2:16]1. Procedure: To a stirred solution of Example 154 (0.10 g, 0.34 mmol) and pyridine (0.04 g, 0.51 mmol) in DCM (10 mL) was added benzenesulphonyl chloride (0.06 g, 0.34 mmol) and the reaction mixture was stirred at room temperature for 4 h. The solvent was then removed in vacuo and purification by preparative HPLC gave the title compound (0.03 g, 20%) as a white solid. δH (CDCl3) 7.90 (2H, dd, J 6.9 and 1.5 Hz), 7.60 (3H, m), 4.87 (1H, t, J 6.0 Hz), 4.00 (2H, m), 3.75 (1H, m), 3.60 (2H, m), 3.20 (2H, m), 3.00...